From a dataset of the Open Reaction Database (ORD), a public repository of structured organic reaction records. describe an organic reaction: reactants, conditions, products, and yield Starting materials: CCN(C(C)C)C(C)C, CC#N, COC(=O)c1ccc(OC)c(CCl)c1, O=C(Nc1ccccc1)Nc1ccc(C(=O)N2CCNCC2)cc1. Product: COC(=O)c1ccc(OC)c(CN2CCN(C(=O)c3ccc(NC(=O)Nc4ccccc4)cc3)CC2)c1. As a reaction SMILES: [CH2:25]([N:26]([CH:27]([CH3:28])[CH3:29])[CH:30]([CH3:31])[CH3:32])[CH3:33].[CH3:48][C:49]#[N:50].[Cl:34][CH2:35][c:36]1[cH:37][c:38]([C:39](=[O:40])[O:41][CH3:42])[cH:43][cH:44][c:45]1[O:46][CH3:47].[c:1]1([NH:7][C:8](=[O:9])[NH:10][c:11]2[cH:12][cH:13][c:14]([C:17](=[O:18])[N:19]3[CH2:20][CH2:21][NH:22][CH2:23][CH2:24]3)[cH:15][cH:16]2)[cH:2][cH:3][cH:4][cH:5][cH:6]1>>[c:1]1([NH:7][C:8](=[O:9])[NH:10][c:11]2[cH:12][cH:13][c:14]([C:17](=[O:18])[N:19]3[CH2:20][CH2:21][N:22]([CH2:35][c:36]4[cH:37][c:38]([C:39](=[O:40])[O:41][CH3:42])[cH:43][cH:44][c:45]4[O:46][CH3:47])[CH2:23][CH2:24]3)[cH:15][cH:16]2)[cH:2][cH:3][cH:4][cH:5][cH:6]1. Reactants: N#CC1=NC=CC=N1, [Zn].O=S(O)CC(F)(F)F. The reagents and catalysts are OOC(C)(C)C. Solvent: O, O=S(C)C. Reaction conditions: temperature 50 celsius, time 18 hour. Yields the product N#CC1=NC=C(C=N1)CC(F)(F)F. The yield is 21.0%. Starting materials: C1(CC1)C1=CC(=NO1)C(=O)OCC (ethyl 5-cyclopropylisoxazole-3-carboxylate), [OH-].[Na+] (sodium hydroxide), Cl (hydrochloric acid). Conditions: time 72 hour. Product: C1(CC1)C1=CC(=NO1)C(=O)O (5-cyclopropylisoxazole-3-carboxylic acid). Yield: 95.8%. Reaction SMILES: [CH:1]1([C:4]2[O:8][N:7]=[C:6]([C:9]([O:11]CC)=[O:10])[CH:5]=2)[CH2:3][CH2:2]1.[OH-].[Na+].Cl>>[CH:1]1([C:4]2[O:8][N:7]=[C:6]([C:9]([OH:11])=[O:10])[CH:5]=2)[CH2:2][CH2:3]1 |f:1.2|. Procedure: The mixture of ethyl 5-cyclopropylisoxazole-3-carboxylate (0.550 g; 3.04 mmol) and 1M aqueous sodium hydroxide (9.11 mL; 9.11 mmol) was stirred at room temperature during the weekend (72 h). The pH of the solution was adjusted to 1 by addition of 6N hydrochloric acid and extracted with ethyl acetate. The ethyl acetate layer was dried over magnesium sulfate and was evaporated to furnish 0.446 g (96%) of 5-cyclopropylisoxazole-3-carboxylic acid as a solid. Starting materials: C, CCCc1ccc(C2=CCC3(CC2)OCCO3)cc1, CCO, Cc1ccccc1, [Pd]. The product is CCCc1ccc(C2CCC3(CC2)OCCO3)cc1. Reaction SMILES: [C:23].[CH2:4]1[O:5][C:6]2([CH2:7][CH2:8][C:9]([c:12]3[cH:13][cH:14][c:15]([CH2:18][CH2:19][CH3:20])[cH:16][cH:17]3)=[CH:10][CH2:11]2)[O:21][CH2:22]1.[CH3:1][CH2:2][OH:3].[CH3:25][c:26]1[cH:27][cH:28][cH:29][cH:30][cH:31]1.[Pd:24]>>[CH2:4]1[O:5][C:6]2([CH2:7][CH2:8][CH:9]([c:12]3[cH:13][cH:14][c:15]([CH2:18][CH2:19][CH3:20])[cH:16][cH:17]3)[CH2:10][CH2:11]2)[O:21][CH2:22]1. Yield: 92.0%. Reactants: COC=1C=C(C=CC1OC)/C(/C#N)=C/C1=CC(=C(C=C1)O)F ((Z)-2-(3,4-dimethoxy-phenyl)-3-(3-fluoro-4-hydroxy-phenyl)-acrylonitrile), C(C)(=O)OC(C)=O (acetic anhydride), N1=CC=CC=C1 (pyridine). Procedure: Compound 59 (1.20 g) was acetylated with acetic anhydride and pyridine in accordance with a customary method, to thereby produce the target product (1.26 g, yield: 92%). Reaction SMILES: [CH3:1][O:2][C:3]1[CH:4]=[C:5](/[C:11](=[CH:14]/[C:15]2[CH:20]=[CH:19][C:18]([OH:21])=[C:17]([F:22])[CH:16]=2)/C#N)[CH:6]=[CH:7][C:8]=1[O:9][CH3:10].[C:23]([O:26]C(=O)C)(=O)[CH3:24].[N:30]1C=CC=C[CH:31]=1>>[C:23]([O:21][C:18]1[CH:19]=[CH:20][C:15](/[C:14](/[C:31]#[N:30])=[CH:11]/[C:5]2[CH:6]=[CH:7][C:8]([O:9][CH3:10])=[C:3]([O:2][CH3:1])[CH:4]=2)=[CH:16][C:17]=1[F:22])(=[O:26])[CH3:24]. The product is C(C)(=O)OC1=C(C=C(C=C1)/C(=C/C1=CC(=C(C=C1)OC)OC)/C#N)F (4-[(Z)-1-cyano-2-(3,4-dimethoxy-phenyl)-vinyl]-2-fluoro-phenyl acetate). Reactants: C[Si](N[Si](C)(C)C)(C)C (hexamethyldisilazane), S(=O)(=O)([O-])[O-].[NH4+].[NH4+] (ammonium sulfate), N1CCCCCCCC1 (octahydroazonin), C[SiH](C)C (trimethylsilane). Product: N1CCCCCCCC1 (octahydroazonin), C[Si](N1CCCCCCCC1)(C)C (1-trimethylsilyl octahydroazonin). Isolated yield 165.5%. Reaction SMILES: [NH:1]1[CH2:9][CH2:8][CH2:7][CH2:6][CH2:5][CH2:4][CH2:3][CH2:2]1.C[SiH](C)C.[CH3:14][Si:15]([CH3:22])([CH3:21])[NH:16][Si](C)(C)C.S([O-])([O-])(=O)=O.[NH4+].[NH4+]>>[NH:1]1[CH2:9][CH2:8][CH2:7][CH2:6][CH2:5][CH2:4][CH2:3][CH2:2]1.[CH3:14][Si:15]([CH3:22])([CH3:21])[N:16]1[CH2:9][CH2:8][CH2:7][CH2:6][CH2:5][CH2:4][CH2:3][CH2:2]1 |f:3.4.5|. Procedure: The silylamine of octahydroazonin is prepared by combining octahydroazonin (12.7 g, 0.1 moles) and trimethylsilane (0.12 moles) and 0.5 moles hexamethyldisilazane +150 mg of ammonium sulfate. The mixture is refluxed for 90 hr and distilled under vacuum to yield 16.5 g of 1-trimethylsilyl octahydroazonin (82%). Reactants: ClC1=CC(=C2C=CC(=NC2=C1)C)O (7-chloro-5-hydroxy-2-methylquinoline), CC1=NC2=CC=CC(=C2C=C1)N1CCNCC1 (2-Methyl-5-(1-piperazinyl)quinoline), FC(S(=O)(=O)OC1=C2C=CC(=NC2=CC=C1)C)(F)F (2-Methyl-5-quinolinyl trifluoromethanesulfonate), CC1=NC2=CC=CC(=C2C=C1)N1CCN(CC1)C(=O)OC(C)(C)C (1,1-Dimethylethyl 4-(2-methyl-5-quinolinyl)-1-piperazinecarboxylate). Yields the product ClC1=CC(=C2C=CC(=NC2=C1)C)N1CCNCC1 (7-Chloro-2-methyl-5-(1-piperazinyl)quinoline). As a reaction SMILES: [Cl:1][C:2]1[CH:11]=[C:10]2[C:5]([CH:6]=[CH:7][C:8]([CH3:12])=[N:9]2)=[C:4](O)[CH:3]=1.FC(F)(F)S(OC1C=CC=C2C=1C=CC(C)=N2)(=O)=O.CC1C=CC2C(=CC=CC=2[N:44]2[CH2:49][CH2:48][N:47](C(OC(C)(C)C)=O)[CH2:46][CH2:45]2)N=1.CC1C=CC2C(=CC=CC=2N2CCNCC2)N=1>>[Cl:1][C:2]1[CH:11]=[C:10]2[C:5]([CH:6]=[CH:7][C:8]([CH3:12])=[N:9]2)=[C:4]([N:44]2[CH2:49][CH2:48][NH:47][CH2:46][CH2:45]2)[CH:3]=1. Procedure: The title compound was prepared from 7-chloro-5-hydroxy-2-methylquinoline (WO/0234754) using similar procedures to descriptions D1, D2 and D3. Reactants: C(C)(=O)C1=C(C(=C(OCC(COC=2C=C(C(=CC2Br)C)NC(=O)C2=NN=NN2CC2=CC=C(C=C2)OC)O)C=C1)CCC(F)(F)F)O (N-{{3-{3-[4-acetyl-3-hydroxy-2-(3,3,3-trifluoropropyl)-phenoxy]-2-hydroxy-propoxy}-4-bromo-6-methyl-phenyl}}-1-(4-methoxybenzyl)-tetrazole-5-carboxamide). The solvent is FC(C(=O)O)(F)F (trifluoroacetic acid), C1(=CC=CC=C1)OC (anisole). The product is C(C)(=O)C1=C(C(=C(OCC(COC=2C=C(C(=CC2Br)C)NC(=O)C2=NN=NN2)O)C=C1)CCC(F)(F)F)O (N-{{3-{3-[4-Acetyl-3-hydroxy-2-(3,3,3-trifluoropropyl)-phenoxy]-2-hydroxy-propoxy}-4-bromo-6-methyl-phenyl}}-1H-tetrazole-5-carboxamide). As a reaction SMILES: [C:1]([C:4]1[CH:40]=[CH:39][C:7]([O:8][CH2:9][CH:10]([OH:38])[CH2:11][O:12][C:13]2[CH:14]=[C:15]([NH:21][C:22]([C:24]3[N:28](CC4C=CC(OC)=CC=4)[N:27]=[N:26][N:25]=3)=[O:23])[C:16]([CH3:20])=[CH:17][C:18]=2[Br:19])=[C:6]([CH2:41][CH2:42][C:43]([F:46])([F:45])[F:44])[C:5]=1[OH:47])(=[O:3])[CH3:2]>FC(F)(F)C(O)=O.C1(OC)C=CC=CC=1>[C:1]([C:4]1[CH:40]=[CH:39][C:7]([O:8][CH2:9][CH:10]([OH:38])[CH2:11][O:12][C:13]2[CH:14]=[C:15]([NH:21][C:22]([C:24]3[NH:28][N:27]=[N:26][N:25]=3)=[O:23])[C:16]([CH3:20])=[CH:17][C:18]=2[Br:19])=[C:6]([CH2:41][CH2:42][C:43]([F:45])([F:46])[F:44])[C:5]=1[OH:47])(=[O:3])[CH3:2]. Reported procedure: A solution of 6.2 g of N-{{3-{3-[4-acetyl-3-hydroxy-2-(3,3,3-trifluoropropyl)-phenoxy]-2-hydroxy-propoxy}-4-bromo-6-methyl-phenyl}}-1-(4-methoxybenzyl)-tetrazole-5-carboxamide in 130 ml of trifluoroacetic acid and 14 ml of anisole is refluxed for 30 minutes. The reaction mixture is concentrated under reduced pressure, about 200 ml of ether and 300 ml of petroleum ether are added and the crystals are filtered off. N-{{3-{3-[4-Acetyl-3-hydroxy-2-(3,3,3-trifluoropropyl)-phenoxy]-2-hydroxy-propoxy}-... Reactants: CCCCO, CCCCNCCCC, Cc1ccc(O)c(C)c1, CC(=O)O, Cc1ccccc1. The product is CCCCOCc1cc(C)cc(C)c1O. Reaction SMILES: [CH2:10]([CH2:11][CH2:12][CH3:13])[OH:14].[CH2:15]([NH:16][CH2:17][CH2:18][CH2:19][CH3:20])[CH2:21][CH2:22][CH3:23].[CH3:1][c:2]1[c:3]([OH:9])[cH:4][cH:5][c:6]([CH3:8])[cH:7]1.[CH3:24][C:25](=[O:26])[OH:27].[CH3:28][c:29]1[cH:30][cH:31][cH:32][cH:33][cH:34]1>>[CH3:1][c:2]1[c:3]([OH:9])[c:4]([CH2:15][O:14][CH2:10][CH2:11][CH2:12][CH3:13])[cH:5][c:6]([CH3:8])[cH:7]1.